The task is: describe an organic reaction: reactants, conditions, products, and yield. This data is from the Open Reaction Database (ORD), a public repository of structured organic reaction records. The reactants are C1(=CC=CC=C1)[C@H]([C@H](N)C1=CC=CC=C1)N ((1R,2R)-1,2-diphenylethylenediamine), N1=C(C=CC=C1)C(=O)O (picolinic acid). Reagents/catalysts: CN(C)C1=CC=NC=C1 (N,N-dimethyl-4-aminopyridine). Run in ClCCl (dichloromethane). Product: white solids, N1=C(C=CC=C1)CN[C@@H]([C@H](N)C1=CC=CC=C1)C1=CC=CC=C1 ((1R,2R)-N-Picolinyl-1,2-Diphenylethylenediamine). Isolated yield 71.0%. As a reaction SMILES: [C:1]1([C@@H:7]([NH2:16])[C@@H:8]([C:10]2[CH:15]=[CH:14][CH:13]=[CH:12][CH:11]=2)[NH2:9])[CH:6]=[CH:5][CH:4]=[CH:3][CH:2]=1.[N:17]1[CH:22]=[CH:21][CH:20]=[CH:19][C:18]=1[C:23](O)=O>CN(C1C=CN=CC=1)C.ClCCl>[N:17]1[CH:22]=[CH:21][CH:20]=[CH:19][C:18]=1[CH2:23][NH:16][C@H:7]([C:1]1[CH:2]=[CH:3][CH:4]=[CH:5][CH:6]=1)[C@@H:8]([C:10]1[CH:15]=[CH:14][CH:13]=[CH:12][CH:11]=1)[NH2:9]. Procedure details: A solution of (1R,2R)-1,2-diphenylethylenediamine (1.16 g, 4.74 mmol), picolinic acid (596 mg, 4.79 mmol, 1.01 eq.), N,N-dimethyl-4-aminopyridine (100 mg, 0.82 mmol, 0.17 eq.) and 1,3-dicyclohexycarbodiimide (1.07 g, 5.2 mmol, 1.1 eq.) in dichloromethane (40 ml) was stirred at room temperature under N2 for 18 hours. The reaction mixture was filtered and washed with water. Column chromatography on silica gel using EtOAc/CH2Cl2 (4:1) afforded 1.06 g of white solids as title compound (71% yield). N...